This data is from the Open Reaction Database (ORD), a public repository of structured organic reaction records. The task is: describe an organic reaction: reactants, conditions, products, and yield Starting materials: BrC=1C=C(C=C2C(NC3=CC=C(C=C23)Cl)=O)C=C(C1O)Br (3-(3,5-dibromo-4-hydroxy-benzylidene)-2-oxo-2,3-dihydro-5-chloro-1 H-indole), CC(C)([O-])C.[K+] (potassium tert-butoxide), ClCCC(C(=O)[O-])(C)C (chloromethylpivalate), C1COCCOCCOCCOCCOCCO1 (18-crown-6). Solvent: C(C)#N (acetonitrile). Run at time 15 minute. Yields the product BrC=1C=C(C=C2C(NC3=CC=C(C=C23)Cl)=O)C=C(C1OCOC(C(C)(C)C)=O)Br (3-(3,5-Dibromo-4-pivaloyloxymethoxy-benzylidene)-2-oxo-2,3-dihydro-5-chloro-1H-indole). The yield is 44.1%. Reaction SMILES: [Br:1][C:2]1[CH:3]=[C:4]([CH:17]=[C:18]([Br:21])[C:19]=1[OH:20])[CH:5]=[C:6]1[C:14]2[C:9](=[CH:10][CH:11]=[C:12]([Cl:15])[CH:13]=2)[NH:8][C:7]1=[O:16].[CH3:22]C(C)([O-])C.[K+].C1OCCOCCOCCOCCOCCOC1.ClC[CH2:48][C:49]([CH3:54])([CH3:53])[C:50]([O-:52])=[O:51]>C(#N)C>[Br:1][C:2]1[CH:3]=[C:4]([CH:17]=[C:18]([Br:21])[C:19]=1[O:20][CH2:22][O:52][C:50](=[O:51])[C:49]([CH3:54])([CH3:53])[CH3:48])[CH:5]=[C:6]1[C:14]2[C:9](=[CH:10][CH:11]=[C:12]([Cl:15])[CH:13]=2)[NH:8][C:7]1=[O:16] |f:1.2|. Procedure: A solution of 3-(3,5-dibromo-4-hydroxy-benzylidene)-2-oxo-2,3-dihydro-5-chloro-1 H-indole (0.43 g, 1.0 mmol) in dry acetonitrile (20 mL) under nitrogen was treated with potassium tert-butoxide (0.12 g, 1.1 mmol) at room temperature. The resulting orange heterogenous mixture was treated with 18-crown-6 (0.053 g, 0.20 mmol) and stirred for 15 minutes before adding chloromethylpivalate (0.40 mL, 2.8 mmol). The reaction was heated to seventy degrees celsius, stirred for three hours then filtered whi...